This data is from the Open Reaction Database (ORD), a public repository of structured organic reaction records. The task is: describe an organic reaction: reactants, conditions, products, and yield The reactants are C(C)(=O)O (acetic acid), CC=1C(NC(NC1C)=S)=O (5,6-dimethyl-2-thioxo-2,3-dihydropyrimidin-4(1H)-one), [OH-].[Na+] (sodium hydroxide), CI (methyl iodide). Run in O (water). Run at time 8 hour. The product is CC=1C(NC(=NC1C)SC)=O (5,6-dimethyl-2-(methylthio)pyrimidin-4(3H)-one). Isolated yield 64.0%. Reaction SMILES: [CH3:1][C:2]1[C:3](=[O:10])[NH:4][C:5](=[S:9])[NH:6][C:7]=1[CH3:8].[OH-].[Na+].CI.[C:15](O)(=O)C>O>[CH3:1][C:2]1[C:3](=[O:10])[NH:4][C:5]([S:9][CH3:15])=[N:6][C:7]=1[CH3:8] |f:1.2|. Procedure details: To a stirred solution of 5,6-dimethyl-2-thioxo-2,3-dihydropyrimidin-4(1H)-one (10.0 g, 64.0 mmol, Example 1, Step A) and sodium hydroxide (10.0 g, 260.0 mmol) in water (150 mL) at ambient temperature was added methyl iodide (15.0 g, 320.0 mmol), and the reaction mixture was stirred at ambient temperature overnight. Then the reaction mixture was acidified with acetic acid (50 mL), and the solid was collected by filtration and dried to afford 7.0 g (64%) of the titled compound as a white solid. 1H... Starting materials: C=CCCCS(=O)(=O)[O-], [Na+], O, O=P(Cl)(Cl)Cl. Yields the product C=CCCCS(=O)(=O)Cl. Reaction SMILES: [CH2:6]([CH2:7][CH2:8][CH:9]=[CH2:10])[S:11](=[O:12])(=[O:13])[O-:14].[Na+:15].[OH2:16].[P:1]([Cl:2])([Cl:3])([Cl:4])=[O:5]>>[Cl:3][S:11]([CH2:6][CH2:7][CH2:8][CH:9]=[CH2:10])(=[O:12])=[O:14]. The reactants are C=CCc1c(O)c(C)cc2c(-c3ccccc3)noc12, ClCCl, O=C(OO)c1cccc(Cl)c1, [Na+], [OH-], O. Yields the product Cc1cc2c(-c3ccccc3)noc2c2c1OC(CO)C2. As a reaction SMILES: [CH2:1]([CH:2]=[CH2:3])[c:4]1[c:5]([OH:20])[c:6]([CH3:19])[cH:7][c:8]2[c:9](-[c:13]3[cH:14][cH:15][cH:16][cH:17][cH:18]3)[n:10][o:11][c:12]12.[CH2:35]([Cl:36])[Cl:37].[Cl:21][c:22]1[cH:23][cH:24][cH:25][c:26]([C:27]([O:28][OH:30])=[O:29])[cH:31]1.[Na+:34].[OH-:33].[OH2:32]>>[CH2:1]1[CH:2]([CH2:3][OH:29])[O:20][c:5]2[c:4]1[c:12]1[c:8]([cH:7][c:6]2[CH3:19])[c:9](-[c:13]2[cH:14][cH:15][cH:16][cH:17][cH:18]2)[n:10][o:11]1. Reactants: O=C(O)c1cc2cc(Br)ccc2[nH]1, BrC(c1ccccc1)c1ccccc1, CCCC[N+](CCCC)(CCCC)CCCC, CN1CCCC1=O, CCN(C(C)C)C(C)C, [I-]. The product is O=C(O)c1cc2cc(Br)ccc2n1C(c1ccccc1)c1ccccc1. As a reaction SMILES: [Br:1][c:2]1[cH:3][c:4]2[cH:5][c:6]([C:11](=[O:12])[OH:13])[nH:7][c:8]2[cH:9][cH:10]1.[Br:23][CH:24]([c:25]1[cH:26][cH:27][cH:28][cH:29][cH:30]1)[c:31]1[cH:32][cH:33][cH:34][cH:35][cH:36]1.[CH2:45]([N+:46]([CH2:47][CH2:48][CH2:49][CH3:50])([CH2:51][CH2:52][CH2:53][CH3:54])[CH2:55][CH2:56][CH2:57][CH3:58])[CH2:59][CH2:60][CH3:61].[CH3:37][N:38]1[CH2:39][CH2:40][CH2:41][C:42]1=[O:43].[CH:14]([N:15]([CH2:16][CH3:17])[CH:18]([CH3:19])[CH3:20])([CH3:21])[CH3:22].[I-:44]>>[Br:1][c:2]1[cH:3][c:4]2[cH:5][c:6]([C:11](=[O:12])[OH:13])[n:7]([CH:24]([c:25]3[cH:26][cH:27][cH:28][cH:29][cH:30]3)[c:31]3[cH:32][cH:33][cH:34][cH:35][cH:36]3)[c:8]2[cH:9][cH:10]1. Reactants: C(C)C=1N=CC(=NC1)N1CCC(CC1)=O (1-(5-ethyl-pyrazin-2-yl)-piperidin-4-one), C1(CC1)N (cyclopropylamine), Intermediate 4. The product is C1(CC1)NC1CCN(CC1)C1=NC=C(N=C1)CC (Cyclopropyl-[1-(5-ethyl-pyrazin-2-yl)-piperidin-4-yl]-amine). As a reaction SMILES: [CH2:1]([C:3]1[N:4]=[CH:5][C:6]([N:9]2[CH2:14][CH2:13][C:12](=O)[CH2:11][CH2:10]2)=[N:7][CH:8]=1)[CH3:2].[CH:16]1([NH2:19])[CH2:18][CH2:17]1>>[CH:16]1([NH:19][CH:12]2[CH2:13][CH2:14][N:9]([C:6]3[CH:5]=[N:4][C:3]([CH2:1][CH3:2])=[CH:8][N:7]=3)[CH2:10][CH2:11]2)[CH2:18][CH2:17]1. Procedure: The title compound is prepared from 1-(5-ethyl-pyrazin-2-yl)-piperidin-4-one and cyclopropylamine following a procedure analogous to that described in Intermediate 4. LC (method 7): tR=0.65 min; Mass spectrum (ESI+): m/z=247 [M+H]+. The reactants are FC1=CC=C(C=C1)O (4-fluorophenol), O[C@H](CN1CCC(CC1)C=1C=C(C=CC1)NC(C(C)C)=O)C1=CC=CC=C1 (N-(3-{1-[(2S)-2-hydroxy-2-phenylethyl]-4-piperidinyl}phenyl)-2-methylpropanamide). The product is FC1=CC=C(O[C@@H](CN2CCC(CC2)C=2C=C(C=CC2)NC(C(C)C)=O)C2=CC=CC=C2)C=C1 (N-(3-{1-[(2R)-2-(4-FLUOROPHENOXY)-2-PHENYLETHYL]-4-PIPERIDINYL}PHENYL)-2-METHYLPROPANAMIDE). As a reaction SMILES: [F:1][C:2]1[CH:7]=[CH:6][C:5]([OH:8])=[CH:4][CH:3]=1.O[C@@H:10]([C:30]1[CH:35]=[CH:34][CH:33]=[CH:32][CH:31]=1)[CH2:11][N:12]1[CH2:17][CH2:16][CH:15]([C:18]2[CH:19]=[C:20]([NH:24][C:25](=[O:29])[CH:26]([CH3:28])[CH3:27])[CH:21]=[CH:22][CH:23]=2)[CH2:14][CH2:13]1>>[F:1][C:2]1[CH:7]=[CH:6][C:5]([O:8][C@H:10]([C:30]2[CH:35]=[CH:34][CH:33]=[CH:32][CH:31]=2)[CH2:11][N:12]2[CH2:17][CH2:16][CH:15]([C:18]3[CH:19]=[C:20]([NH:24][C:25](=[O:29])[CH:26]([CH3:28])[CH3:27])[CH:21]=[CH:22][CH:23]=3)[CH2:14][CH2:13]2)=[CH:4][CH:3]=1. Procedure details: Prepared by Procedure B and Scheme B1 using 4-fluorophenol and N-(3-{1-[(2S)-2-hydroxy-2-phenylethyl]-4-piperidinyl}phenyl)-2-methylpropanamide: ESMS m/e: 461.2. (M+H)+. Reactants: O=[N+]([O-])c1ccc(S(=O)(=O)[O-])c(Cl)c1, [Na+], O, Oc1ccccc1. The product is [Na+], O=[N+]([O-])c1ccc(S(=O)(=O)[O-])c(Oc2ccccc2)c1. Reaction SMILES: [Cl:1][c:2]1[c:3]([S:11](=[O:12])(=[O:13])[O-:14])[cH:4][cH:5][c:6]([N+:8](=[O:9])[O-:10])[cH:7]1.[Na+:15].[OH2:23].[OH:16][c:17]1[cH:18][cH:19][cH:20][cH:21][cH:22]1>>[Na+:15].[c:2]1([O:16][c:17]2[cH:18][cH:19][cH:20][cH:21][cH:22]2)[c:3]([S:11](=[O:12])(=[O:13])[O-:14])[cH:4][cH:5][c:6]([N+:8](=[O:9])[O-:10])[cH:7]1. Reactants: COC(=O)C1CN(c2cc(F)c(N3C=CS(=O)(=O)CC3)c(F)c2)C(=O)O1, CO, N. Yields the product NC(=O)C1CN(c2cc(F)c(N3C=CS(=O)(=O)CC3)c(F)c2)C(=O)O1. RXN SMILES: [CH3:1][O:2][C:3](=[O:4])[CH:5]1[CH2:6][N:7]([c:11]2[cH:12][c:13]([F:26])[c:14]([N:18]3[CH2:19][CH2:20][S:21](=[O:24])(=[O:25])[CH:22]=[CH:23]3)[c:15]([F:17])[cH:16]2)[C:8](=[O:10])[O:9]1.[CH3:28][OH:29].[NH3:27]>>[O:2]=[C:3]([CH:5]1[CH2:6][N:7]([c:11]2[cH:12][c:13]([F:26])[c:14]([N:18]3[CH2:19][CH2:20][S:21](=[O:24])(=[O:25])[CH:22]=[CH:23]3)[c:15]([F:17])[cH:16]2)[C:8](=[O:10])[O:9]1)[NH2:27].